From a dataset of the Open Reaction Database (ORD), a public repository of structured organic reaction records. describe an organic reaction: reactants, conditions, products, and yield The reactants are FC(C(C(F)F)(F)F)(OC(C(OC1=CC=C(N)C=C1)(F)F)F)F (4-(2-(1,1,2,2,3,3-hexafluoropropoxy)-1,1,2-trifluoroethoxy)-aniline), CN1C(=O)N(C(=O)C(C1=O)C(=O)OCC)C (1,3-dimethyl-5-ethoxycarbonylbarbituric acid). Solvent: C1(=CC=CC=C1)C (toluene). The product is CN1C(=O)N(C(=O)C(C1=O)C(NC1=CC=C(C=C1)OC(C(F)OC(C(C(F)F)(F)F)(F)F)(F)F)=O)C (1,3-Dimethyl-5-(4-(2-(1,1,2,2,3,3-hexafluoropropoxy)-1,1,2-trifluoroethoxy)-phenylcarbamoyl)-barbituric acid). As a reaction SMILES: [F:1][C:2]([F:23])([O:9][CH:10]([F:22])[C:11]([F:21])([F:20])[O:12][C:13]1[CH:19]=[CH:18][C:16]([NH2:17])=[CH:15][CH:14]=1)[C:3]([F:8])([F:7])[CH:4]([F:6])[F:5].[CH3:24][N:25]1[C:32](=[O:33])[CH:31]([C:34](OCC)=[O:35])[C:29](=[O:30])[N:28]([CH3:39])[C:26]1=[O:27]>C1(C)C=CC=CC=1>[CH3:39][N:28]1[C:29](=[O:30])[CH:31]([C:34](=[O:35])[NH:17][C:16]2[CH:18]=[CH:19][C:13]([O:12][C:11]([F:21])([F:20])[CH:10]([O:9][C:2]([F:23])([F:1])[C:3]([F:7])([F:8])[CH:4]([F:5])[F:6])[F:22])=[CH:14][CH:15]=2)[C:32](=[O:33])[N:25]([CH3:24])[C:26]1=[O:27]. Procedure: 14.50 g (40.6 mmol) of 4-(2-(1,1,2,2,3,3-hexafluoropropoxy)-1,1,2-trifluoroethoxy)-aniline were added to 9.26 g (40.6 mmol) of 1,3-dimethyl-5-ethoxycarbonylbarbituric acid in 100 ml of toluene, the mixture was stired under reflux for 2.5 hours and concentrated and the residue was recrystallized from methanol.